This data is from the Open Reaction Database (ORD), a public repository of structured organic reaction records. The task is: describe an organic reaction: reactants, conditions, products, and yield Reactants: C(C)OCOC1=C(CN2C(C=3C(C2=O)=CC=CC3)=O)C=C3C(=C1)OCCO3 (N-(2-ethoxymethoxy-4,5-ethylenedioxybenzyl)phthalimide), NN (hydrazine), C(C)OCC (ethyl ether). The solvent is C(C)O (ethanol). Product: C(C)OCOC1=C(CN)C=C2C(=C1)OCCO2 (2-ethoxymethoxy-4,5-ethylenedioxybenzylamine). RXN SMILES: [CH2:1]([O:3][CH2:4][O:5][C:6]1[CH:23]=[C:22]2[O:24][CH2:25][CH2:26][O:27][C:21]2=[CH:20][C:7]=1[CH2:8][N:9]1C(=O)C2=CC=CC=C2C1=O)[CH3:2].NN.C(OCC)C>C(O)C>[CH2:1]([O:3][CH2:4][O:5][C:6]1[CH:23]=[C:22]2[O:24][CH2:25][CH2:26][O:27][C:21]2=[CH:20][C:7]=1[CH2:8][NH2:9])[CH3:2]. Procedure details: N-(2-ethoxymethoxy-4,5-ethylenedioxybenzyl)phthalimide (625 mg, 1.69 mmol) was mixed with 0.2 mL (6.4 mmol) hydrazine in 30 mL ethanol and refluxed for three hr. The reaction mixture was cooled, 30 mL ethyl ether was added to the mixture, and a white precipitate was removed by filtration. The filter cake was washed three times with diethyl ether and the combined organic solutions were evaporated to yield a residue that was partitioned between ethyl ether and 10% sodium hydroxide. The organic pha... The reactants are O.[O-]P(=O)([O-])[O-].[K+].[K+].[K+] (potassium phosphate tribasic monohydrate), heterocyclyl, heteroaryl substituted phenylsulfonyl, C1(=CC=CC=C1)P(C1=C(C2=CC=CC=C2C=C1)C1=C(C=CC2=CC=CC=C12)P(C1=CC=CC=C1)C1=CC=CC=C1)C1=CC=CC=C1 (rac-2,2′-bis (diphenylphosphino)-1,1′-binaphthyl), BrC1=CC=C(C=C1)S(=O)(=O)NC1=C(C=C(C=C1)Cl)C(=O)C1=CC=NC=C1 (4-Bromo-N-[4-chloro-2-(pyridine-4-carbonyl)-phenyl]-benzenesulfonamide), N1CCCC1 (pyrrolidine). Reagents/catalysts: [Pd] (Pd). Solvent: O1CCOCC1 (dioxane). Yields the product ClC1=CC(=C(C=C1)NS(=O)(=O)C1=CC=C(C=C1)N1CCCC1)C(=O)C1=CC=NC=C1 (N-[4-chloro-2-(pyridine-4-carbonyl)-phenyl]-4-pyrrolidin-1-yl-benzenesulfonamide). As a reaction SMILES: Br[C:2]1[CH:7]=[CH:6][C:5]([S:8]([NH:11][C:12]2[CH:17]=[CH:16][C:15]([Cl:18])=[CH:14][C:13]=2[C:19]([C:21]2[CH:26]=[CH:25][N:24]=[CH:23][CH:22]=2)=[O:20])(=[O:10])=[O:9])=[CH:4][CH:3]=1.O.[O-]P([O-])([O-])=O.[K+].[K+].[K+].C1(P(C2C=CC=CC=2)C2C=CC3C(=CC=CC=3)C=2C2C3C(=CC=CC=3)C=CC=2P(C2C=CC=CC=2)C2C=CC=CC=2)C=CC=CC=1.[NH:82]1[CH2:86][CH2:85][CH2:84][CH2:83]1>O1CCOCC1.[Pd]>[Cl:18][C:15]1[CH:16]=[CH:17][C:12]([NH:11][S:8]([C:5]2[CH:6]=[CH:7][C:2]([N:82]3[CH2:86][CH2:85][CH2:84][CH2:83]3)=[CH:3][CH:4]=2)(=[O:10])=[O:9])=[C:13]([C:19]([C:21]2[CH:26]=[CH:25][N:24]=[CH:23][CH:22]=2)=[O:20])[CH:14]=1 |f:1.2.3.4.5|. Reported procedure: The title compound was prepared according to the general procedure for the synthesis of heterocyclyl and heteroaryl substituted phenylsulfonyl derivatives previously described, using 4-Bromo-N-[4-chloro-2-(pyridine-4-carbonyl)-phenyl]-benzenesulfonamide 0.3 g (0.66 mmol), potassium phosphate tribasic monohydrate 0.91 g (3.96 mmol), rac-2,2′-bis (diphenylphosphino)-1,1′-binaphthyl 0.12 g (0.198 mmol), pyrrolidine 0.23 g (3.3 mmol) and Pd (dba)3 60 mg (0.066 mmol) in 6 ml dioxane, yielding title c... The reactants are C1(=CC=CC=C1)P(C1=CC=CC=C1)C1=CC=CC=C1 (triphenylphosphine), C(C=C)Cl (allyl chloride), Cl[SiH](Cl)Cl (trichlorosilane). The product is C=CC[Si](Cl)(Cl)Cl (allytrichlorosilane), C(CC)[Si](Cl)(Cl)Cl (propyltrichlorosilane), ClCCC[Si](Cl)(Cl)Cl ((3-chloropropyl)trichlorosilane). Yield: 8.0%. As a reaction SMILES: [C:1]1(P(C2C=CC=CC=2)C2C=CC=CC=2)[CH:6]=CC=C[CH:2]=1.[CH2:20]([Cl:23])[CH:21]=[CH2:22].[Cl:24][SiH:25]([Cl:27])[Cl:26]>>[CH2:2]=[CH:1][CH2:6][Si:25]([Cl:27])([Cl:26])[Cl:24].[CH2:20]([Si:25]([Cl:27])([Cl:26])[Cl:24])[CH2:21][CH3:22].[Cl:23][CH2:20][CH2:21][CH2:22][Si:25]([Cl:27])([Cl:26])[Cl:24]. Reported procedure: In the same apparatus and procedure as Example 1 above, 0.037 g (0.14 mmol) of triphenylphosphine, 1.07 g (14.0 mmol) of allyl chloride, and 9.48 g (70.0 mmol) of trichlorosilane were reacted at 150° C. for 10 hrs. The resulting mixture was distilled to give 1.2 g of allytrichlorosilane (bp; 117-8° C., yield; 49%), 0.12 g of propyltrichlorosilane (bp; 123-5° C., yield; 5%), and 0.24 g of (3-chloropropyl)trichlorosilane (bp; 181-2° C., yield; 8%). The reactants are CCCC=CC1CCC(=COC)CC1, Cl, O. Product: CCCC=CC1CCC(C=O)CC1. As a reaction SMILES: [CH3:1][O:2][CH:3]=[C:4]1[CH2:5][CH2:6][CH:7]([CH:10]=[CH:11][CH2:12][CH2:13][CH3:14])[CH2:8][CH2:9]1.[ClH:15].[OH2:16]>>[O:2]=[CH:3][CH:4]1[CH2:5][CH2:6][CH:7]([CH:10]=[CH:11][CH2:12][CH2:13][CH3:14])[CH2:8][CH2:9]1.